This data is from the Open Reaction Database (ORD), a public repository of structured organic reaction records. The task is: describe an organic reaction: reactants, conditions, products, and yield The reactants are CC(C)(C)C(=O)Nc1ccccc1CC1NCCc2ccccc21, CCCCCC, Cl. Product: Nc1ccccc1CC1NCCc2ccccc21. RXN SMILES: [CH3:1][C:2]([CH3:3])([CH3:4])[C:23]([NH:5][c:6]1[c:7]([CH2:12][CH:13]2[NH:14][CH2:15][CH2:16][c:17]3[cH:18][cH:19][cH:20][cH:21][c:22]32)[cH:8][cH:9][cH:10][cH:11]1)=[O:24].[CH3:26][CH2:27][CH2:28][CH2:29][CH2:30][CH3:31].[ClH:25]>>[NH2:5][c:6]1[c:7]([CH2:12][CH:13]2[NH:14][CH2:15][CH2:16][c:17]3[cH:18][cH:19][cH:20][cH:21][c:22]32)[cH:8][cH:9][cH:10][cH:11]1. Reactants: C(=O)C1=C(C(=C(C=2CC(OC21)(C)C)C)NC(CC(C)(C)C)=O)C (N-(7-Formyl-2,2,4,6-tetramethyl-2,3-dihydro-1-benzofuran-5-yl)-3,3-dimethylbutanamide), C1(=CC=CC=C1)[Mg]Br (phenylmagnesium bromide). Yields the product OC(C1=C(C(=C(C=2CC(OC21)(C)C)C)NC(CC(C)(C)C)=O)C)C2=CC=CC=C2 (N-(7-(1-Hydroxy(phenyl)methyl)-2,2,4,6-tetramethyl-2,3-dihydro-1-benzofuran-5-yl)-3,3-dimethylbutanamide). Reaction SMILES: [CH:1]([C:3]1[C:11]2[O:10][C:9]([CH3:13])([CH3:12])[CH2:8][C:7]=2[C:6]([CH3:14])=[C:5]([NH:15][C:16](=[O:22])[CH2:17][C:18]([CH3:21])([CH3:20])[CH3:19])[C:4]=1[CH3:23])=[O:2].[C:24]1([Mg]Br)[CH:29]=[CH:28][CH:27]=[CH:26][CH:25]=1>>[OH:2][CH:1]([C:24]1[CH:29]=[CH:28][CH:27]=[CH:26][CH:25]=1)[C:3]1[C:11]2[O:10][C:9]([CH3:12])([CH3:13])[CH2:8][C:7]=2[C:6]([CH3:14])=[C:5]([NH:15][C:16](=[O:22])[CH2:17][C:18]([CH3:21])([CH3:20])[CH3:19])[C:4]=1[CH3:23]. Reported procedure: Using N-(7-formyl-2,2,4,6-tetramethyl-2,3-dihydro-1-benzofuran-5-yl)-3,3-dimethyl-butanamide obtained in Example 340 and phenylmagnesium bromide, the title compound was synthesized in the same manner as in Example 239. The yield was quantitative. Amorphous substance. Reactants: FC(S(=O)(=O)OS(=O)(=O)C(F)(F)F)(F)F (Trifluoromethanesulfonic anhydride), CC(C)(C)N1N=C(C2=C1NC(C=C2C(=O)OCC)=O)C (ethyl 1-(1,1-dimethylethyl)-3-methyl-6-oxo-6,7-dihydro-1H-pyrazolo[3,4-b]pyridine-4-carboxylate). The solvent is N1=CC=CC=C1 (pyridine), CCOC(=O)C (EtOAc). Reaction conditions: time 16 hour. Yields the product CC(C)(C)N1N=C(C2=C1N=C(C=C2C(=O)OCC)OS(=O)(=O)C(F)(F)F)C (Ethyl 1-(1,1-dimethylethyl)-3-methyl-6-{[(trifluoromethyl)sulfonyl]oxy}-1H-pyrazolo[3,4-b]pyridine-4-carboxylate). Reaction SMILES: [F:1][C:2]([F:15])([F:14])[S:3]([O:6]S(C(F)(F)F)(=O)=O)(=[O:5])=[O:4].[CH3:16][C:17]([N:20]1[C:24]2[NH:25][C:26](=O)[CH:27]=[C:28]([C:29]([O:31][CH2:32][CH3:33])=[O:30])[C:23]=2[C:22]([CH3:35])=[N:21]1)([CH3:19])[CH3:18]>N1C=CC=CC=1.CCOC(C)=O>[CH3:19][C:17]([N:20]1[C:24]2[N:25]=[C:26]([O:6][S:3]([C:2]([F:15])([F:14])[F:1])(=[O:5])=[O:4])[CH:27]=[C:28]([C:29]([O:31][CH2:32][CH3:33])=[O:30])[C:23]=2[C:22]([CH3:35])=[N:21]1)([CH3:16])[CH3:18]. Reported procedure: Trifluoromethanesulfonic anhydride (0.457 mL, 2.70 mmol) was added dropwise to a solution of ethyl 1-(1,1-dimethylethyl)-3-methyl-6-oxo-6,7-dihydro-1H-pyrazolo[3,4-b]pyridine-4-carboxylate (500 mg, 1.803 mmol) in pyridine (10 mL), and the reaction mixture was stirred at room temperature for 16 h. The contents were diluted with EtOAc and washed with saturated NaHCO3, and then brine. The organic layer was dried over MgSO4, filtered, and concentrated in vacuo. The crude residue was purified via sil...